From a dataset of the Open Reaction Database (ORD), a public repository of structured organic reaction records. describe an organic reaction: reactants, conditions, products, and yield The reactants are C(C)(C)N(CC)C(C)C (diisopropylethylamine), C(=O)(OC(C)(C)C)N1CCNCC1 (N-Boc-piperazine), ClC=1N=NC(=CC1C1=CC=CC=C1)Cl (3,6-dichloro-4-phenyl-pyridazine), C(=O)(OC(C)(C)C)N1CCNCC1 (N-Boc-piperazine), C(C)(C)N(CC)C(C)C (diisopropylethylamine). Run in C(C)#N (acetonitrile). Conditions: temperature 180 celsius, time 40 minute. The product is C(C)(C)(C)OC(=O)N1CCN(CC1)C=1N=NC(=C(C1)C1=CC=CC=C1)Cl (4-(6-Chloro-5-phenyl-pyridazin-3-yl)-piperazine-1-carboxylic acid tert-butyl ester). Yield: 20.1%. Reaction SMILES: [Cl:1][C:2]1[N:3]=[N:4][C:5](Cl)=[CH:6][C:7]=1[C:8]1[CH:13]=[CH:12][CH:11]=[CH:10][CH:9]=1.[C:15]([N:22]1[CH2:27][CH2:26][NH:25][CH2:24][CH2:23]1)([O:17][C:18]([CH3:21])([CH3:20])[CH3:19])=[O:16].C(N(C(C)C)CC)(C)C>C(#N)C>[C:18]([O:17][C:15]([N:22]1[CH2:27][CH2:26][N:25]([C:5]2[N:4]=[N:3][C:2]([Cl:1])=[C:7]([C:8]3[CH:13]=[CH:12][CH:11]=[CH:10][CH:9]=3)[CH:6]=2)[CH2:24][CH2:23]1)=[O:16])([CH3:21])([CH3:19])[CH3:20]. Procedure details: A mixture of 3,6-dichloro-4-phenyl-pyridazine (0.41 g, 1.82 mmol), prepared by following the procedure described in WO-2005/013907, N-Boc-piperazine (0.509 g, 2.73 mmol) and diisopropylethylamine (0.634 ml, 3.64 mmol) in acetonitrile (7.5 ml) was stirred at 180° C. for 40 min., under microwave irradiation, and then for a further 30 min. After this period, additional amounts of diisopropylethylamine (0.1 ml, 0.57 mmol) and N-Boc-piperazine (0.1 g, 0.54 mmol) were added and the resulting mixture w... Starting materials: BrC(Br)(Br)Br, ClCCl, OCc1ccc(C(F)(F)F)cn1, c1ccc(P(c2ccccc2)c2ccccc2)cc1. The product is FC(F)(F)c1ccc(CBr)nc1. RXN SMILES: [C:32]([Br:33])([Br:34])([Br:35])[Br:36].[Cl:37][CH2:38][Cl:39].[F:1][C:2]([c:3]1[cH:4][cH:5][c:6]([CH2:9][OH:10])[n:7][cH:8]1)([F:11])[F:12].[c:13]1([P:14]([c:15]2[cH:16][cH:17][cH:18][cH:19][cH:20]2)[c:21]2[cH:22][cH:23][cH:24][cH:25][cH:26]2)[cH:27][cH:28][cH:29][cH:30][cH:31]1>>[F:1][C:2]([c:3]1[cH:4][cH:5][c:6]([CH2:9][Br:33])[n:7][cH:8]1)([F:11])[F:12].